Dataset: the Open Reaction Database (ORD), a public repository of structured organic reaction records. Task: describe an organic reaction: reactants, conditions, products, and yield Starting materials: O=C([O-])C(=O)[O-], Cc1ccc(S(=O)(=O)OCC2COc3ccc4nc(C)ccc4c3O2)cc1, NC1CCC(c2c[nH]c3ccc(F)cc23)CC1. Product: Cc1ccc2c3c(ccc2n1)OCC(CNC1CCC(c2c[nH]c4ccc(F)cc24)CC1)O3. As a reaction SMILES: [C:45]([O-:46])(=[O:47])[C:48]([O-:49])=[O:50].[CH3:1][c:2]1[n:3][c:4]2[cH:5][cH:6][c:7]3[c:8]([c:9]2[cH:10][cH:11]1)[O:12][CH:13]([CH2:16][O:17][S:18]([c:19]1[cH:20][cH:21][c:22]([CH3:23])[cH:24][cH:25]1)(=[O:26])=[O:27])[CH2:14][O:15]3.[F:28][c:29]1[cH:30][c:31]2[c:32]([CH:38]3[CH2:39][CH2:40][CH:41]([NH2:44])[CH2:42][CH2:43]3)[cH:33][nH:34][c:35]2[cH:36][cH:37]1>>[CH3:1][c:2]1[n:3][c:4]2[cH:5][cH:6][c:7]3[c:8]([c:9]2[cH:10][cH:11]1)[O:12][CH:13]([CH2:16][NH:44][CH:41]1[CH2:40][CH2:39][CH:38]([c:32]2[c:31]4[cH:30][c:29]([F:28])[cH:37][cH:36][c:35]4[nH:34][cH:33]2)[CH2:43][CH2:42]1)[CH2:14][O:15]3. Starting materials: CCO, CCOC(=O)c1ccnn1CCOC, [Na+], [OH-], O. The product is COCCn1nccc1C(=O)O. Reaction SMILES: [CH3:17][CH2:18][OH:19].[CH3:1][O:2][CH2:3][CH2:4][n:5]1[n:6][cH:7][cH:8][c:9]1[C:10](=[O:11])[O:12][CH2:13][CH3:14].[Na+:16].[OH-:15].[OH2:20]>>[CH3:1][O:2][CH2:3][CH2:4][n:5]1[n:6][cH:7][cH:8][c:9]1[C:10](=[O:11])[OH:12]. Reactants: C(C1=CC=CC=C1)OCCCCCO (5-hydroxypentyl benzyl ether), C1(=CC=CC=C1)P(C1=CC=CC=C1)C1=CC=CC=C1 (triphenylphosphine), C(C)(C)(C)OC (methyl tert-butyl ether), C(Br)(Br)(Br)Br (carbon tetrabromide). Run in CCCCCC (hexane). Run at temperature 0 celsius, time 3 hour. Yields the product C(C1=CC=CC=C1)OCCCCCBr (5-bromopentyl benzyl ether). The yield is 59.4%. As a reaction SMILES: [CH2:1]([O:8][CH2:9][CH2:10][CH2:11][CH2:12][CH2:13]O)[C:2]1[CH:7]=[CH:6][CH:5]=[CH:4][CH:3]=1.C1(P(C2C=CC=CC=2)C2C=CC=CC=2)C=CC=CC=1.C(OC)(C)(C)C.C(Br)(Br)(Br)[Br:41]>CCCCCC>[CH2:1]([O:8][CH2:9][CH2:10][CH2:11][CH2:12][CH2:13][Br:41])[C:2]1[CH:7]=[CH:6][CH:5]=[CH:4][CH:3]=1. Reported procedure: 7.0 g of 5-hydroxypentyl benzyl ether and 10.6 g of triphenylphosphine were added to 50 ml of methyl tert-butyl ether and then cooled to 0° C. Further, 13.2 g of carbon tetrabromide was added and the mixture was stirred at room temperature for 3 hours. Thereafter, 100 ml of hexane was added and the mixture was concentrated under reduced pressure. The residue was subjected to silica gel column chromatography to obtain 5.5 g of 5-bromopentyl benzyl ether.